Dataset: the Open Reaction Database (ORD), a public repository of structured organic reaction records. Task: describe an organic reaction: reactants, conditions, products, and yield The reactants are N1=C(SC=2CN(CCC21)C(=O)OCC)C(=O)OCC (Diethyl 6,7-dihydrothiazolo[5,4-c]pyridine-2,5(4H)-dicarboxylate), Cl (HCl). Run in [OH-].[K+] (KOH). Reaction conditions: temperature 0 celsius. The product is Cl.N1=C(SC=2CNCCC21)C(=O)O (4,5,6,7-Tetrahydrothiazolo[5,4-c]pyridine-2-carboxylic Acid Hydrochloride). Yield: 60.0%. Reaction SMILES: [N:1]1[C:9]2[CH2:8][CH2:7][N:6](C(OCC)=O)[CH2:5][C:4]=2[S:3][C:2]=1[C:15]([O:17]CC)=[O:16].[ClH:20]>[OH-].[K+]>[ClH:20].[N:1]1[C:9]2[CH2:8][CH2:7][NH:6][CH2:5][C:4]=2[S:3][C:2]=1[C:15]([OH:17])=[O:16] |f:2.3,4.5|. Procedure: Diethyl 6,7-dihydrothiazolo[5,4-c]pyridine-2,5(4H)-dicarboxylate (1.76 mmol) in 3.5 N KOH solution (3 ml) was refluxed for 3 h (monitored by TLC). The reaction mixture was cooled to 0° C. and acidified with conc. HCl. The solid was collected by filtration and dried to yield the desired product. Yield: 60%. The reactants are BrC1=CC2=C(C(=NC3=CC=NC(=C23)Cl)C(C(=O)OC(C)(C)C)(C)C)C=C1 (tert-butyl 2-(9-bromo-1-chlorobenzo[c]-1,6-naphthyridin-6-yl)-2-methylpropanoate), C(=O)(C(F)(F)F)O (TFA). The solvent is ClCCl (dichloromethane). Run at time 12 hour. Product: BrC1=CC2=C(C(=NC=3C=CNC(C23)=O)C(C)C)C=C1 (9-bromo-6-isopropylbenzo[c]-1,6-naphthyridin-1(2H)-one). Reaction SMILES: [Br:1][C:2]1[CH:26]=[CH:25][C:5]2[C:6]([C:15](C)([CH3:23])[C:16](OC(C)(C)C)=O)=[N:7][C:8]3[C:13]([C:4]=2[CH:3]=1)=[C:12](Cl)[N:11]=[CH:10][CH:9]=3.C(O)(C(F)(F)F)=[O:28]>ClCCl>[Br:1][C:2]1[CH:26]=[CH:25][C:5]2[C:6]([CH:15]([CH3:23])[CH3:16])=[N:7][C:8]3[CH:9]=[CH:10][NH:11][C:12](=[O:28])[C:13]=3[C:4]=2[CH:3]=1. Reported procedure: To a stirred solution of tert-butyl 2-(9-bromo-1-chlorobenzo[c]-1,6-naphthyridin-6-yl)-2-methylpropanoate (3.32 g, 7.62 mmol) in dichloromethane (30 ml) was added TFA (30 ml). The solution was stirred for 12 hrs, then concentrated to a crude oil. EtOAc was added (20 mL), and the resulting solids were collected by vacuum filtration to afford 9-bromo-6-isopropylbenzo[c]-1,6-naphthyridin-1(2H)-one. The filtrate was concentrated, EtOAc was added, and a second crop of product was obtained by vacuum f...